Dataset: the Open Reaction Database (ORD), a public repository of structured organic reaction records. Task: describe an organic reaction: reactants, conditions, products, and yield Reactants: C(C)(C)(C)OC(COC1=CC(=C(C=C1)[N+](=O)[O-])F)=O ((3-fluoro-4-nitro-phenoxy)-acetic acid tert-butyl ester). Reagents/catalysts: [Pd] (palladium on charcoal). Solvent: C(C)O (ethanol). The product is C(C)(C)(C)OC(COC1=CC(=C(C=C1)N)F)=O ((4-Amino-3-fluoro-phenoxy)-acetic acid tert-butyl ester). Yield: 49.7%. RXN SMILES: [C:1]([O:5][C:6](=[O:19])[CH2:7][O:8][C:9]1[CH:14]=[CH:13][C:12]([N+:15]([O-])=O)=[C:11]([F:18])[CH:10]=1)([CH3:4])([CH3:3])[CH3:2]>C(O)C.[Pd]>[C:1]([O:5][C:6](=[O:19])[CH2:7][O:8][C:9]1[CH:14]=[CH:13][C:12]([NH2:15])=[C:11]([F:18])[CH:10]=1)([CH3:4])([CH3:2])[CH3:3]. Procedure details: A solution of (3-fluoro-4-nitro-phenoxy)-acetic acid tert-butyl ester (2.14 g, 8 mmol) in ethanol (3 ml) was hydrogenated 5 h at room temperature and atmospheric pressure over 10% palladium on charcoal. The catalyst was removed by filtration, the solvent evaporated under reduced pressure and the residue purified by column chromatography on silica gel (1:0 to 1:1 heptane/ethyl acetate eluant) to afford the product as a brown oil (960 mg, 50%). Reactants: CN1CCN(CC1)C1=C(C=C(C=C1)[N+](=O)[O-])CO ([2-(4-Methylpiperazin-1-yl)-5-nitrophenyl]methanol), C(=O)[O-].[NH4+] (ammonium formate). The reagents and catalysts are [Pd] (Pd/C). The solvent is CCO (EtOH). Conditions: time 8 hour. Yields the product NC=1C=CC(=C(C1)CO)N1CCN(CC1)C ([5-amino-2-(4-methylpiperazin-1-yl)phenyl]methanol). Isolated yield 96.5%. As a reaction SMILES: [CH3:1][N:2]1[CH2:7][CH2:6][N:5]([C:8]2[CH:13]=[CH:12][C:11]([N+:14]([O-])=O)=[CH:10][C:9]=2[CH2:17][OH:18])[CH2:4][CH2:3]1.C([O-])=O.[NH4+]>CCO.[Pd]>[NH2:14][C:11]1[CH:12]=[CH:13][C:8]([N:5]2[CH2:6][CH2:7][N:2]([CH3:1])[CH2:3][CH2:4]2)=[C:9]([CH2:17][OH:18])[CH:10]=1 |f:1.2|. Reported procedure: [2-(4-Methylpiperazin-1-yl)-5-nitrophenyl]methanol prepared in step A of example 1 (1.00 g, 3.98 mmol) was hydrogenated using ammonium formate (2.51 g, 10 eq) and Pd/C (10% Pd, 0.43 mg, 0.1 eq) in 50 mL of EtOH. The mixture was stirred overnight at room temperature and then filtered through a celite pad. The filtrate was evaporated and the residue was dissolved in DCM and washed with an saturated aqueous solution of Na2CO3. The aqueous layer was extracted with DCM. The combined organic layers we... Reactants: COC(\C=C\C=1C=C2C(CC3(CCN(CC3)C(=O)OC(C)(C)C)OC2=CC1)=O)=O ((E)-3-{1′-tert-butoxycarbonyl-4-oxo-spiro[chromane-2,4′-piperidine]-6-yl}-acrylic acid methyl ester), COC(\C=C\C=1C=C2C(CC3(CCN(CC3)C(=O)OC(C)(C)C)OC2=CC1)=O)=O ((E)-3-{1′-tert-butoxycarbonyl-4-oxo-spiro[chromane-2,4′-piperidine]-6-yl}-acrylic acid methyl ester), C1(=CC=CC=C1)C1=C(CBr)C=CC=C1 (2-phenylbenzyl bromide). Product: COC(\C=C\C=1C=C2C(CC3(CCN(CC3)CC3=C(C=CC=C3)C3=CC=CC=C3)OC2=CC1)=O)=O ((E)-3-{1′-(biphenyl-2yl-methyl)-4-oxo-spiro[chromane-2,4′-piperidine]-6-yl}-acrylic acid methyl ester). Yield: 69.7%. As a reaction SMILES: [CH3:1][O:2][C:3](=[O:29])/[CH:4]=[CH:5]/[C:6]1[CH:7]=[C:8]2[C:25](=[CH:26][CH:27]=1)[O:24][C:11]1([CH2:16][CH2:15][N:14]([C:17](OC(C)(C)C)=O)[CH2:13][CH2:12]1)[CH2:10][C:9]2=[O:28].[C:30]1([C:36]2[CH:43]=[CH:42][CH:41]=[CH:40][C:37]=2CBr)[CH:35]=[CH:34][CH:33]=[CH:32][CH:31]=1>>[CH3:1][O:2][C:3](=[O:29])/[CH:4]=[CH:5]/[C:6]1[CH:7]=[C:8]2[C:25](=[CH:26][CH:27]=1)[O:24][C:11]1([CH2:12][CH2:13][N:14]([CH2:17][C:43]3[CH:42]=[CH:41][CH:40]=[CH:37][C:36]=3[C:30]3[CH:31]=[CH:32][CH:33]=[CH:34][CH:35]=3)[CH2:15][CH2:16]1)[CH2:10][C:9]2=[O:28]. Procedure details: (E)-3-{4-Oxo-spiro[chromane-2,4′-piperidine]-6-yl}-acrylic acid methyl ester (169 mg, 0.500 mmol, Intermediate 1, hydrochloride salt) was alkylated using 2-phenylbenzyl bromide (0.18 ml, 1.0 mmol) following the procedure described in Example 2, Step A, giving (E)-3-{1′-(biphenyl-2yl-methyl)-4-oxo-spiro[chromane-2,4′-piperidine]-6-yl}-acrylic acid methyl ester (163 mg) as a white solid. The intermediate was hydrolyzed as described in Example 55, Step B, giving (E)-3-{1′-(Biphenyl-2yl-methyl)-4-ox... The reactants are CNCCN (N-methylethylenediamine), I.C1(=CC=CC=C1)C(NC(SC)=N)C1=CC=CC=C1 (1-(diphenylmethyl)-2-methyl-2-thiopseudourea hydroiodide). Solvent: ClC1=C(C=CC=C1)Cl (o-dichlorobenzene). Product: C1(=CC=CC=C1)C(C1=CC=CC=C1)NC=1N(CCN1)C (2-diphenylmethylamino-1-methyl-2-imidazoline). As a reaction SMILES: [CH3:1][NH:2][CH2:3][CH2:4]N.I.[C:7]1([CH:13]([C:19]2[CH:24]=[CH:23][CH:22]=[CH:21][CH:20]=2)[NH:14][C:15](=[NH:18])SC)[CH:12]=[CH:11][CH:10]=[CH:9][CH:8]=1>ClC1C=CC=CC=1Cl>[C:7]1([CH:13]([NH:14][C:15]2[N:2]([CH3:1])[CH2:3][CH2:4][N:18]=2)[C:19]2[CH:24]=[CH:23][CH:22]=[CH:21][CH:20]=2)[CH:12]=[CH:11][CH:10]=[CH:9][CH:8]=1 |f:1.2|. Procedure details: To 7.41 grams (0.10 mole) of N-methylethylenediamine was added 38.43 grams (0.10 mole) of 1-(diphenylmethyl)-2-methyl-2-thiopseudourea hydroiodide in 250 milliliters of o-dichlorobenzene and the resulting mixture allowed to reflux overnight to produce the desired 2-diphenylmethylamino-1-methyl-2-imidazoline product. After completion of the heating, the solvent was removed by decantation and the residue purified by first dissolving in methanol containing activated carbon, replacing the methanol w... Reactants: CO, N, COC(=O)c1ccc2ncccc2c1. Product: NC(=O)c1ccc2ncccc2c1. As a reaction SMILES: [CH3:16][OH:17].[NH3:15].[n:1]1[cH:2][cH:3][cH:4][c:5]2[cH:6][c:7]([C:11]([O:13][CH3:12])=[O:14])[cH:8][cH:9][c:10]12>>[n:1]1[cH:2][cH:3][cH:4][c:5]2[cH:6][c:7]([C:11](=[O:13])[NH2:15])[cH:8][cH:9][c:10]12. Starting materials: C#CC(=O)OC, [Li]CCCC, COc1cc(C=O)cc(OC)c1OC, [Cl-], [NH4+]. Yields the product COC(=O)C#CC(O)c1cc(OC)c(OC)c(OC)c1. As a reaction SMILES: [C:6]([C:7]#[CH:8])(=[O:9])[O:10][CH3:11].[CH2:1]([Li:2])[CH2:3][CH2:4][CH3:5].[CH3:12][O:13][c:14]1[cH:15][c:16]([CH:17]=[O:18])[cH:19][c:20]([O:24][CH3:25])[c:21]1[O:22][CH3:23].[Cl-:26].[NH4+:27]>>[C:6]([C:7]#[C:8][CH:17]([c:16]1[cH:15][c:14]([O:13][CH3:12])[c:21]([O:22][CH3:23])[c:20]([O:24][CH3:25])[cH:19]1)[OH:18])(=[O:9])[O:10][CH3:11]. Reactants: COC(=O)C1=NC(=CN=C1N)C1CC1 (3-amino-6-cyclopropylpyrazine-2-carboxylic acid methyl ester), BrC=1C=NC=CC1 (3-bromopyridine), solid. Yields the product COC(=O)C1=NC(=CN=C1NC=1C=NC=CC1)C1CC1 (6-Cyclopropyl-3-(pyridin-3-ylamino)pyrazine-2-carboxylic acid methyl ester). As a reaction SMILES: [CH3:1][O:2][C:3]([C:5]1[C:10]([NH2:11])=[N:9][CH:8]=[C:7]([CH:12]2[CH2:14][CH2:13]2)[N:6]=1)=[O:4].Br[C:16]1[CH:17]=[N:18][CH:19]=[CH:20][CH:21]=1>>[CH3:1][O:2][C:3]([C:5]1[C:10]([NH:11][C:16]2[CH:17]=[N:18][CH:19]=[CH:20][CH:21]=2)=[N:9][CH:8]=[C:7]([CH:12]2[CH2:14][CH2:13]2)[N:6]=1)=[O:4]. Procedure: The product was obtained starting from 3-amino-6-cyclopropylpyrazine-2-carboxylic acid methyl ester (200 mg, 1.04 mmol; intermediate A-10, step 2) and 3-bromopyridine (142 μl, 1.45 mmol) according to the method described in example A-1, step 2 as yellow solid (192 mg, 68%). Starting materials: NC1=NC(=C(C(=N1)N)Br)Cl (2,4-Diamino-5-bromo-6-chloropyrimidine), [Na] (sodium), C(C1=CC=CC=C1)O (benzyl alcohol). Reaction conditions: temperature 130 celsius. The product is NC1=NC(=C(C(=N1)N)Br)OCC1=CC=CC=C1 (2,4-Diamino-6-benzyloxy-5-bromopyrimidine). RXN SMILES: [NH2:1][C:2]1[N:7]=[C:6]([NH2:8])[C:5]([Br:9])=[C:4](Cl)[N:3]=1.[Na].[CH2:12]([OH:19])[C:13]1[CH:18]=[CH:17][CH:16]=[CH:15][CH:14]=1>>[NH2:1][C:2]1[N:7]=[C:6]([NH2:8])[C:5]([Br:9])=[C:4]([O:19][CH2:12][C:13]2[CH:18]=[CH:17][CH:16]=[CH:15][CH:14]=2)[N:3]=1 |^1:10|. Reported procedure: 2,4-Diamino-5-bromo-6-chloropyrimidine (Phillips et. al., J. Org. Chem., 29, 1488-1490 (1963)) (2.3 g, 10 mmol) was added to a solution of sodium (0.29 g, 12.5 mmol) in benzyl alcohol (10 mL) under argon. The solution was heated in a 130° C. oil bath for 3 h and the benzyl alcohol was evaporated under reduced pressure to give a white solid. This solid was washed with water, and air dried. Crystallization from 50% aqueous ethanol gave white crystalline needles of 3f: yield, 2.32 g (76%); mp 165°-...